Dataset: the Open Reaction Database (ORD), a public repository of structured organic reaction records. Task: describe an organic reaction: reactants, conditions, products, and yield Procedure details: Sodium borohydride (1.67 g) was added in portions to a solution of 6-fluoro-2-tetralone (6.56 g) in dry ethanol (30 ml) with stirring, keeping the temperature below 25° C. The mixture was then stirred at room temperature for 3 hours. The mixture was then diluted with a little ethyl acetate and concentrated to an oily residue. Dilute sulphuric acid was added dropwise until effervescence no longer occurred. The mixture was extracted with ether and the extract washed, dried, and concentrated to giv... As a reaction SMILES: [BH4-].[Na+].[F:3][C:4]1[CH:5]=[C:6]2[C:11](=[CH:12][CH:13]=1)[CH2:10][C:9](=[O:14])[CH2:8][CH2:7]2>C(O)C.C(OCC)(=O)C>[F:3][C:4]1[CH:5]=[C:6]2[C:11](=[CH:12][CH:13]=1)[CH2:10][CH:9]([OH:14])[CH2:8][CH2:7]2 |f:0.1|. The solvent is C(C)O (ethanol), C(C)(=O)OCC (ethyl acetate). The yield is 80.0%. Starting materials: [BH4-].[Na+] (Sodium borohydride), FC=1C=C2CCC(CC2=CC1)=O (6-fluoro-2-tetralone). The product is FC=1C=C2CCC(CC2=CC1)O (6-fluorotetralin-2-ol). Reactants: O.NN (hydrazine monohydrate), CN(C(C)CCO[Si](C)(C)C(C)(C)C)CCC1=CC(=CC(=C1)OC)OC (N-methyl-N-(4-(tert-butyldimethylsiloxy)-butan-2-yl)-[2-(3,5-dimethoxyphenyl)ethyl]amine), solution, [F-].C(CCC)[N+](CCCC)(CCCC)CCCC (tetra-n-butylammonium fluoride). Run in C(C)O (ethanol), O1CCCC1 (tetrahydrofuran), O1CCCC1 (tetrahydrofuran). Reaction conditions: time 3 hour. Yields the product CN(CCC1=CC(=CC(=C1)OC)OC)C(CCN)C (3-(N-Methyl-N-(2-(3,5-dimethoxyphenyl)ethyl)amino)butylamine). The yield is 36.0%. Reaction SMILES: [CH3:1][N:2]([CH2:15][CH2:16][C:17]1[CH:22]=[C:21]([O:23][CH3:24])[CH:20]=[C:19]([O:25][CH3:26])[CH:18]=1)[CH:3]([CH2:5][CH2:6]O[Si](C(C)(C)C)(C)C)[CH3:4].[F-].C([N+:32](CCCC)(CCCC)CCCC)CCC.O.NN>O1CCCC1.C(O)C>[CH3:1][N:2]([CH:3]([CH3:4])[CH2:5][CH2:6][NH2:32])[CH2:15][CH2:16][C:17]1[CH:22]=[C:21]([O:23][CH3:24])[CH:20]=[C:19]([O:25][CH3:26])[CH:18]=1 |f:1.2,3.4|. Procedure: 3.33 g of N-methyl-N-(4-(tert-butyldimethylsiloxy)-butan-2-yl)-[2-(3,5-dimethoxyphenyl)ethyl]amine was dissolved in 13 ml of tetrahydrofuran to obtain a solution. 13 ml of a solution of tetra-n-butylammonium fluoride in tetrahydrofuran (1 mmol/ml) was slowly added dropwise to the solution. The obtained mixture was stirred at a room temperature for 3 hours and distilled to remove the solvent. The residue was extracted with ether thrice and the ether phase was dried over anhydrous sodium sulfate a... Reactants: N1=C2C(=NO1)C=C(C=C2)C(=O)Cl (benzofurazan-5-carbonyl chloride), N1=CC=CC2=C1NC1=C(NC2)C=CC=C1 (6,1 1-dihydro-5H-pyrido[2,3-b][1,5]benzodiazepine), C([O-])([O-])=O.[K+].[K+] (potassium carbonate). Run in CN(C=O)C (N,N-dimethylformamide). Reaction conditions: time 1.5 hour. The product is N1=C2C(=NO1)C=C(C=C2)C(=O)N2C1=C(NC3=C(C2)C=CC=N3)C=CC=C1 (Benzo[1,2,5]oxadiazol-5-yl-(5,11-dihydro-benzo[b]pyrido [2.3-e][1,4]Diazepin-6-yl)-methanone). Yield: 52.4%. As a reaction SMILES: [N:1]1[O:5][N:4]=[C:3]2[CH:6]=[C:7]([C:10](Cl)=[O:11])[CH:8]=[CH:9][C:2]=12.[N:13]1[C:18]2[NH:19][C:20]3[CH:27]=[CH:26][CH:25]=[CH:24][C:21]=3[NH:22][CH2:23][C:17]=2[CH:16]=[CH:15][CH:14]=1.C(=O)([O-])[O-].[K+].[K+]>CN(C)C=O>[N:1]1[O:5][N:4]=[C:3]2[CH:6]=[C:7]([C:10]([N:22]3[CH2:23][C:17]4[CH:16]=[CH:15][CH:14]=[N:13][C:18]=4[NH:19][C:20]4[CH:27]=[CH:26][CH:25]=[CH:24][C:21]3=4)=[O:11])[CH:8]=[CH:9][C:2]=12 |f:2.3.4|. Procedure: Under a nitrogen atmosphere, an equimolar mixture of benzofurazan-5-carbonyl chloride (0.5 g, 2.75 mmol), 6,1 1-dihydro-5H-pyrido[2,3-b][1,5]benzodiazepine (0.54 g, 2.75 mmol) and potassium carbonate in N,N-dimethylformamide (10 mL) was stirred at room temperature for 1.5 hours. The reaction mixture was partitioned between water and ethyl acetate. The organic phase was washed with water and brine, and dried over sodium sulfate. The solution was filtered through a thin pad of silica gel Merck-60,... Starting materials: C(C)(C)(C)OC([C@H](CNC(C1=CC=C(C=C1)COCCNC(=O)OCC1=CC=CC=C1)=O)NS(=O)(=O)C1=CC=CC=C1)=O (4-[2-(N-Cbz-Amino)ethyloxymethyl]benzoyl-2(S)-phenylsulfonylamino-β-alanine t-butyl ester), Br (HBr). Solvent: CC(=O)O (HOAc). The product is NCCOCC1=CC=C(C(=O)NC[C@@H](C(=O)O)NS(=O)(=O)C2=CC=CC=C2)C=C1 (4-(2-Aminoethyloxymethyl)benzoyl-2(S)-phenylsulfonylamino-β-alanine). RXN SMILES: C([O:5][C:6](=[O:43])[C@@H:7]([NH:33][S:34]([C:37]1[CH:42]=[CH:41][CH:40]=[CH:39][CH:38]=1)(=[O:36])=[O:35])[CH2:8][NH:9][C:10](=[O:32])[C:11]1[CH:16]=[CH:15][C:14]([CH2:17][O:18][CH2:19][CH2:20][NH:21]C(OCC2C=CC=CC=2)=O)=[CH:13][CH:12]=1)(C)(C)C.Br>CC(O)=O>[NH2:21][CH2:20][CH2:19][O:18][CH2:17][C:14]1[CH:13]=[CH:12][C:11]([C:10]([NH:9][CH2:8][C@H:7]([NH:33][S:34]([C:37]2[CH:38]=[CH:39][CH:40]=[CH:41][CH:42]=2)(=[O:36])=[O:35])[C:6]([OH:43])=[O:5])=[O:32])=[CH:16][CH:15]=1. Procedure details: Cbz-ester 15-4 (200 mg, 0.33 mmol) was treated with 4 mL 30% HBr in HOAc for 2 h then concentrated and purified by flash chromatography (silica, 50:1:1 EtOH/NH4OH/H2O) providing 15-5 as a white solid.